This data is from the Open Reaction Database (ORD), a public repository of structured organic reaction records. The task is: describe an organic reaction: reactants, conditions, products, and yield Reactants: ClC=1C=CC2=C(C(=NCC(=N2)NN)C2=C(C=CC=C2)Cl)C1 (7-chloro-2-hydrazino-5-(o-chlorophenyl)-3H-1,4-benzodiazepine), ClCC(CF)=O (1-chloro-3-fluoropropanone). The solvent is O1CCCC1 (tetrahydrofuran). Product: ClC=1C=CC2=C(C(=NCC(=N2)NN=C(CCl)CF)C2=C(C=CC=C2)Cl)C1 (7-chloro-2-[[2-chloro-1-(fluoromethyl)ethylidene]hydrazino]-5-(o-chlorophenyl)-3H-1,4-benzodiazepine). RXN SMILES: [Cl:1][C:2]1[CH:3]=[CH:4][C:5]2[N:11]=[C:10]([NH:12][NH2:13])[CH2:9][N:8]=[C:7]([C:14]3[CH:19]=[CH:18][CH:17]=[CH:16][C:15]=3[Cl:20])[C:6]=2[CH:21]=1.[Cl:22][CH2:23][C:24](=O)[CH2:25][F:26]>O1CCCC1>[Cl:1][C:2]1[CH:3]=[CH:4][C:5]2[N:11]=[C:10]([NH:12][N:13]=[C:24]([CH2:25][F:26])[CH2:23][Cl:22])[CH2:9][N:8]=[C:7]([C:14]3[CH:19]=[CH:18][CH:17]=[CH:16][C:15]=3[Cl:20])[C:6]=2[CH:21]=1. Procedure: In the manner given in Example 1, 7-chloro-2-hydrazino-5-(o-chlorophenyl)-3H-1,4-benzodiazepine in tetrahydrofuran can be treated with 1-chloro-3-fluoropropanone under nitrogen to give 7-chloro-2-[[2-chloro-1-(fluoromethyl)ethylidene]hydrazino]-5-(o-chlorophenyl)-3H-1,4-benzodiazepine. Starting materials: CS(=O)(=O)N1C[C@H](CCC1)NC1=NC(=NC=C1C=1N=C2C(=NC1)N(C=C2)COCC[Si](C)(C)C)S(=O)(=O)C (((S)-1-methanesulfonyl-piperidin-3-yl)-{2-methanesulfonyl-5-[5-(2-trimethylsilanyl-ethoxymethyl)-5H-pyrrolo[2,3-b]pyrazin-2-yl]-pyrimidin-4-yl}-amine), N1CC(C1)C#N (azetidine-3-carbonitrile), CS(=O)(=O)C (methylsulfone). Solvent: O1CCOCC1 (dioxane). The product is CS(=O)(=O)N1C[C@H](CCC1)NC1=NC(=NC=C1C=1N=C2C(=NC1)NC=C2)N2CC(C2)C#N (1-[4-((S)-1-methanesulfonyl-piperidin-3-ylamino)-5-(5H-pyrrolo[2,3-b]pyrazin-2-yl)-pyrimidin-2-yl]-azetidine-3-carbonitrile). Reaction SMILES: [CH3:1][S:2]([N:5]1[CH2:10][CH2:9][CH2:8][C@H:7]([NH:11][C:12]2[C:17]([C:18]3[N:19]=[C:20]4[CH:26]=[CH:25][N:24](COCC[Si](C)(C)C)[C:21]4=[N:22][CH:23]=3)=[CH:16][N:15]=[C:14](S(C)(=O)=O)[N:13]=2)[CH2:6]1)(=[O:4])=[O:3].[NH:39]1[CH2:42][CH:41]([C:43]#[N:44])[CH2:40]1.CS(C)(=O)=O>O1CCOCC1>[CH3:1][S:2]([N:5]1[CH2:10][CH2:9][CH2:8][C@H:7]([NH:11][C:12]2[C:17]([C:18]3[N:19]=[C:20]4[CH:26]=[CH:25][NH:24][C:21]4=[N:22][CH:23]=3)=[CH:16][N:15]=[C:14]([N:39]3[CH2:42][CH:41]([C:43]#[N:44])[CH2:40]3)[N:13]=2)[CH2:6]1)(=[O:4])=[O:3]. Reported procedure: In a dioxane solution of ((S)-1-methanesulfonyl-piperidin-3-yl)-{2-methanesulfonyl-5-[5-(2-trimethylsilanyl-ethoxymethyl)-5H-pyrrolo[2,3-b]pyrazin-2-yl]-pyrimidin-4-yl}-amine derived from Example 84, step 1, azetidine-3-carbonitrile was used to displace the methylsulfone similar to examples above and the de-protection step was similar to step 5, Example 76, to give 1-[4-((S)-1-methanesulfonyl-piperidin-3-ylamino)-5-(5H-pyrrolo[2,3-b]pyrazin-2-yl)-pyrimidin-2-yl]-azetidine-3-carbonitrile. MS: (ES... The reactants are C1CCOC1, Cc1ccccc1, CCOC(=O)N=NC(=O)OCC, O=C(Oc1cccnc1)N1CCC(O)CC1, c1ccc(-c2nnn[nH]2)cc1, c1ccc(P(c2ccccc2)c2ccccc2)cc1. Yields the product O=C(Oc1cccnc1)N1CCC(n2nnc(-c3ccccc3)n2)CC1. As a reaction SMILES: [CH2:66]1[O:67][CH2:68][CH2:69][CH2:70]1.[CH3:59][c:60]1[cH:61][cH:62][cH:63][cH:64][cH:65]1.[O:47]=[C:48]([O:49][CH2:50][CH3:51])[N:52]=[N:53][C:54]([O:55][CH2:56][CH3:57])=[O:58].[OH:1][CH:2]1[CH2:3][CH2:4][N:5]([C:8](=[O:9])[O:10][c:11]2[cH:12][n:13][cH:14][cH:15][cH:16]2)[CH2:6][CH2:7]1.[c:17]1(-[c:23]2[n:24][n:25][n:26][nH:27]2)[cH:18][cH:19][cH:20][cH:21][cH:22]1.[c:28]1([P:29]([c:30]2[cH:31][cH:32][cH:33][cH:34][cH:35]2)[c:36]2[cH:37][cH:38][cH:39][cH:40][cH:41]2)[cH:42][cH:43][cH:44][cH:45][cH:46]1>>[CH:2]1([n:26]2[n:25][n:24][c:23](-[c:17]3[cH:18][cH:19][cH:20][cH:21][cH:22]3)[n:27]2)[CH2:3][CH2:4][N:5]([C:8](=[O:9])[O:10][c:11]2[cH:12][n:13][cH:14][cH:15][cH:16]2)[CH2:6][CH2:7]1. Reactants: C(C)(=O)C1=C(C(=C(CSC2=NN=C(S2)NC(CCC(=O)OCC)=O)C=C1)CCC)O (ethyl 4-[[5-[(4-acetyl-3-hydroxy-2-propylbenzyl)thio]-1,3,4-thiadiazol-2-yl]-amino]-4-oxobutyrate), Cl (hydrochloric acid), [OH-].[Na+] (sodium hydroxide), [OH-].[Na+] (sodium hydroxide). Run in C(C)(=O)OCC (ethyl acetate). Product: C(C)(=O)C1=C(C(=C(CSC2=NN=C(S2)NC(CCC(=O)O)=O)C=C1)CCC)O (4-[[5-[(4-acetyl-3-hydroxy-2-propylbenzyl)thio]-1,3,4-thiadiazol-2-yl]amino]-4-oxobutyric acid). As a reaction SMILES: [C:1]([C:4]1[CH:26]=[CH:25][C:7]([CH2:8][S:9][C:10]2[S:14][C:13]([NH:15][C:16](=[O:24])[CH2:17][CH2:18][C:19]([O:21]CC)=[O:20])=[N:12][N:11]=2)=[C:6]([CH2:27][CH2:28][CH3:29])[C:5]=1[OH:30])(=[O:3])[CH3:2].[OH-].[Na+].Cl>C(OCC)(=O)C>[C:1]([C:4]1[CH:26]=[CH:25][C:7]([CH2:8][S:9][C:10]2[S:14][C:13]([NH:15][C:16](=[O:24])[CH2:17][CH2:18][C:19]([OH:21])=[O:20])=[N:12][N:11]=2)=[C:6]([CH2:27][CH2:28][CH3:29])[C:5]=1[OH:30])(=[O:3])[CH3:2] |f:1.2|. Procedure details: yl-3-hydroxy-2-propylbenzyl)thio]-1,3,4-thiadiazol-2-yl]amino]-4-oxobutyrate obtained in Example 23. Further 2 ml of a 1N aqueous sodium hydroxide solution was added to the suspension followed by stirring at room temperature for 20 minutes An aqueous sodium hydroxide solution and ethyl acetate were added to the reaction mixture to fractionate. The aqueous phase was made acidic with a 1N hydrochloric acid and extracted with ethyl acetate. After the extract was dried over anhydrous magnesium sulfa... Starting materials: CCO, Cl, [Fe], O=C(NC1CCN(Cc2cccc([N+](=O)[O-])c2)CC1)C(O)(c1ccccc1)C1CCC(F)(F)C1, [Na+], [OH-]. Yields the product Nc1cccc(CN2CCC(NC(=O)C(O)(c3ccccc3)C3CCC(F)(F)C3)CC2)c1. As a reaction SMILES: [CH3:38][CH2:39][OH:40].[ClH:35].[Fe:41].[N+:1]([O-:2])(=[O:3])[c:4]1[cH:5][c:6]([CH2:7][N:8]2[CH2:9][CH2:10][CH:11]([NH:14][C:15]([C:16]([c:17]3[cH:18][cH:19][cH:20][cH:21][cH:22]3)([OH:23])[CH:24]3[CH2:25][C:26]([F:29])([F:30])[CH2:27][CH2:28]3)=[O:31])[CH2:12][CH2:13]2)[cH:32][cH:33][cH:34]1.[Na+:37].[OH-:36]>>[NH2:1][c:4]1[cH:5][c:6]([CH2:7][N:8]2[CH2:9][CH2:10][CH:11]([NH:14][C:15]([C:16]([c:17]3[cH:18][cH:19][cH:20][cH:21][cH:22]3)([OH:23])[CH:24]3[CH2:25][C:26]([F:29])([F:30])[CH2:27][CH2:28]3)=[O:31])[CH2:12][CH2:13]2)[cH:32][cH:33][cH:34]1. Reactants: [Cl-].[NH4+] (ammonium chloride), ClC1=NC=CC(=C1)C(F)(F)F (2-chloro-4-trifluoromethyl pyridine), COCCOC (ethylene glycol dimethyl ether), FC(C1=C(C=O)C=CC=C1)(F)F (2-trifluoromethyl benzaldehyde), [Li+].CC(C)[N-]C(C)C (LDA). Run at temperature -70 celsius, time 1.5 hour. The product is ClC1=NC=CC(=C1CC1(C(C=CC=C1)C(F)(F)F)O)C(F)(F)F (2-chloro-3-(1-hydroxy-2'-trifluoromethyl-benzyl)-4-trifluoro methyl-pyridine). Reaction SMILES: [Cl:1][C:2]1[CH:7]=[C:6]([C:8]([F:11])([F:10])[F:9])[CH:5]=[CH:4][N:3]=1.[Li+].CC([N-]C(C)C)C.[F:20][C:21]([F:31])([F:30])[C:22]1[CH:29]=[CH:28][CH:27]=[CH:26][C:23]=1[CH:24]=O.[Cl-].[NH4+].C[O:35]CCOC>>[Cl:1][C:2]1[C:7]([CH2:24][C:23]2([OH:35])[CH:26]=[CH:27][CH:28]=[CH:29][CH:22]2[C:21]([F:31])([F:30])[F:20])=[C:6]([C:8]([F:9])([F:10])[F:11])[CH:5]=[CH:4][N:3]=1 |f:1.2,4.5|. Reported procedure: To a 3-neck flask equipped with a dropping funnel, a thermometer, and a condenser with a drying tube were added 5 grams of 2-chloro-4-trifluoromethyl pyridine and 5 ml of ethylene glycol dimethyl ether. The mixture was cooled to -70° C. and 22 ml of LDA were slowly added with the temperature maintained below -55° C. The reaction mixture was stirred at -70° C. for 1.5 hours, and 3.5 ml of 2-trifluoromethyl benzaldehyde added. The reaction mixture was stirred in a dry-ice bath, then at room temper...